Dataset: the Open Reaction Database (ORD), a public repository of structured organic reaction records. Task: describe an organic reaction: reactants, conditions, products, and yield Starting materials: C=CC(C)(C)C1=C(O)C(=O)c2ccccc2C1=O, C=[N+]=[N-]. The product is C=CC(C)(C)C1=C(OC)C(=O)c2ccccc2C1=O. Reaction SMILES: [CH3:1][C:2]([CH:3]=[CH2:4])([CH3:5])[C:6]1=[C:15]([OH:16])[C:14](=[O:17])[c:13]2[c:8]([cH:9][cH:10][cH:11][cH:12]2)[C:7]1=[O:18].[N+:19](=[N-:20])=[CH2:21]>>[CH3:1][C:2]([CH:3]=[CH2:4])([CH3:5])[C:6]1=[C:15]([O:16][CH3:21])[C:14](=[O:17])[c:13]2[c:8]([cH:9][cH:10][cH:11][cH:12]2)[C:7]1=[O:18]. Starting materials: COc1ccccc1Oc1c(NS(=O)(=O)c2ccc(C(C)(C)C)cc2)nc(-c2ccncc2)nc1OCCN, O=S(=O)(Cl)c1cccs1. Yields the product COc1ccccc1Oc1c(NS(=O)(=O)c2ccc(C(C)(C)C)cc2)nc(-c2ccncc2)nc1OCCNS(=O)(=O)c1cccs1. RXN SMILES: [C:1]([CH3:2])([CH3:3])([CH3:4])[c:5]1[cH:6][cH:7][c:8]([S:11](=[O:12])(=[O:13])[NH:14][c:15]2[n:16][c:17](-[c:34]3[cH:35][cH:36][n:37][cH:38][cH:39]3)[n:18][c:19]([O:30][CH2:31][CH2:32][NH2:33])[c:20]2[O:21][c:22]2[c:23]([O:28][CH3:29])[cH:24][cH:25][cH:26][cH:27]2)[cH:9][cH:10]1.[s:40]1[c:41]([S:45](=[O:46])(=[O:47])[Cl:48])[cH:42][cH:43][cH:44]1>>[C:1]([CH3:2])([CH3:3])([CH3:4])[c:5]1[cH:6][cH:7][c:8]([S:11](=[O:12])(=[O:13])[NH:14][c:15]2[n:16][c:17](-[c:34]3[cH:35][cH:36][n:37][cH:38][cH:39]3)[n:18][c:19]([O:30][CH2:31][CH2:32][NH:33][S:45]([c:41]3[s:40][cH:44][cH:43][cH:42]3)(=[O:46])=[O:47])[c:20]2[O:21][c:22]2[c:23]([O:28][CH3:29])[cH:24][cH:25][cH:26][cH:27]2)[cH:9][cH:10]1. Starting materials: NC1=C(C=CC=C1)C=1NC2=CC=CC=C2C1 (2-(2-aminophenyl) indole), COC1=C(C=CC=C1)CCC(=O)O (3-(2-methoxyphenyl) propionic acid). The product is N1C(=CC2=CC=CC=C12)C1=C(C=CC=C1)NC(CCC1=C(C=CC=C1)OC)=O (N-[2-(1H-Indol-2-yl)-phenyl]-3-(2-methoxy-phenyl)-propionamide). Yield: 62.0%. RXN SMILES: [NH2:1][C:2]1[CH:7]=[CH:6][CH:5]=[CH:4][C:3]=1[C:8]1[NH:9][C:10]2[C:15]([CH:16]=1)=[CH:14][CH:13]=[CH:12][CH:11]=2.[CH3:17][O:18][C:19]1[CH:24]=[CH:23][CH:22]=[CH:21][C:20]=1[CH2:25][CH2:26][C:27](O)=[O:28]>>[NH:9]1[C:10]2[C:15](=[CH:14][CH:13]=[CH:12][CH:11]=2)[CH:16]=[C:8]1[C:3]1[CH:4]=[CH:5][CH:6]=[CH:7][C:2]=1[NH:1][C:27](=[O:28])[CH2:26][CH2:25][C:20]1[CH:21]=[CH:22][CH:23]=[CH:24][C:19]=1[O:18][CH3:17]. Procedure: Prepared from 2-(2-aminophenyl) indole and 3-(2-methoxyphenyl) propionic acid in 62% yield following procedure 1. The product was crystallized from acetonitrile. 96% Purity by LC/MS (TIC, DAD), Mass-spec [M+H+]=371, 1H NMR (MeOH-d4): 2.62 t, 7.5 Hz (2H), 2.97 t, 7.5 Hz (2H), 3.74 s (3H, OMe), 6.40 s (1H), 6.81 t, 7 Hz (1H), 6.88 d, 8 Hz (1H), 7.03 t, 8 Hz (1H), 7.10–7.14 m (2H), 7.17 t, 8 Hz (1H), 7.27 t, 7 Hz (1H), 7.33 td, 7.5, 1 Hz (1H), 7.40 d, 8 Hz (1H), 7.54 d, 8 Hz (1H), 7.57 dd, 7.1 Hz (... Starting materials: CC(=O)O, CC(C)C[Al+]CC(C)C, Cc1ccccc1, CC(F)(F)c1cccc(C#N)c1, [H-], O. Product: CC(F)(F)c1cccc(C=O)c1. As a reaction SMILES: [C:23]([OH:24])(=[O:25])[CH3:26].[CH2:14]([Al+:15][CH2:16][CH:17]([CH3:18])[CH3:19])[CH:20]([CH3:21])[CH3:22].[CH3:28][c:29]1[cH:30][cH:31][cH:32][cH:33][cH:34]1.[F:1][C:2]([CH3:3])([F:4])[c:5]1[cH:6][c:7]([C:8]#[N:9])[cH:10][cH:11][cH:12]1.[H-:13].[OH2:27]>>[F:1][C:2]([CH3:3])([F:4])[c:5]1[cH:6][c:7]([CH:8]=[O:25])[cH:10][cH:11][cH:12]1.